From a dataset of the Open Reaction Database (ORD), a public repository of structured organic reaction records. describe an organic reaction: reactants, conditions, products, and yield The reactants are [OH-].[Na+] (sodium hydroxide), C(C)(C)(C)C1=CC=C(C=C1)N1N=C(C(C1=O)=C(C)NNC(C1=CC=C(C=C1)C(=O)OC)=O)C (4-methoxycarbonylbenzoic N′-(1-(1-(4-tert-butylphenyl)-3-methyl-5-oxo-1,5-dihydropyrazol-4-ylidene)-ethyl)-hydrazide), Cl (hydrochloric acid). Solvent: CO (methanol). Product: C(C)(C)(C)C1=CC=C(C=C1)N1N=C(C(C1=O)=C(C)NNC(C1=CC=C(C=C1)C(=O)O)=O)C (4-carboxybenzoic N′-(1-(1-(4-tert-butylphenyl)-3-methyl-5-oxo-1,5-dihydropyrazol-4-ylidene)-ethyl)-hydrazide). The yield is 64.0%. As a reaction SMILES: [C:1]([C:5]1[CH:10]=[CH:9][C:8]([N:11]2[C:15](=[O:16])[C:14](=[C:17]([NH:19][NH:20][C:21](=[O:32])[C:22]3[CH:27]=[CH:26][C:25]([C:28]([O:30]C)=[O:29])=[CH:24][CH:23]=3)[CH3:18])[C:13]([CH3:33])=[N:12]2)=[CH:7][CH:6]=1)([CH3:4])([CH3:3])[CH3:2].[OH-].[Na+].Cl>CO>[C:1]([C:5]1[CH:6]=[CH:7][C:8]([N:11]2[C:15](=[O:16])[C:14](=[C:17]([NH:19][NH:20][C:21](=[O:32])[C:22]3[CH:23]=[CH:24][C:25]([C:28]([OH:30])=[O:29])=[CH:26][CH:27]=3)[CH3:18])[C:13]([CH3:33])=[N:12]2)=[CH:9][CH:10]=1)([CH3:2])([CH3:3])[CH3:4] |f:1.2|. Procedure: To 23.2 mg (0.05 mmol) of the 4-methoxycarbonylbenzoic N′-(1-(1-(4-tert-butylphenyl)-3-methyl-5-oxo-1,5-dihydropyrazol-4-ylidene)-ethyl)-hydrazide synthesized in Synthetic Example 4 in 2.0 ml of methanol, 255 μl (0.255 mmol) of 1M aqueous sodium hydroxide was added at room temperature, and the mixture was heated at from 60° C. to 80° C. for 3.5 hours. After it was cooled to room temperature, 255 μl of 1M hydrochloric acid was added, and the precipitated solid was collected by filtration to obtai...